Dataset: the Open Reaction Database (ORD), a public repository of structured organic reaction records. Task: describe an organic reaction: reactants, conditions, products, and yield Reactants: Cl, O=S(=O)(Cl)c1ccc(C(F)(F)F)cc1, COc1ccc(C(=O)Nc2ccccc2)cc1N, O, c1ccncc1. Yields the product COc1ccc(C(=O)Nc2ccccc2)cc1NS(=O)(=O)c1ccc(C(F)(F)F)cc1. Reaction SMILES: [ClH:39].[F:7][C:8]([c:9]1[cH:10][cH:11][c:12]([S:15](=[O:16])(=[O:17])[Cl:18])[cH:13][cH:14]1)([F:19])[F:20].[NH2:21][c:22]1[cH:23][c:24]([C:25](=[O:26])[NH:27][c:28]2[cH:29][cH:30][cH:31][cH:32][cH:33]2)[cH:34][cH:35][c:36]1[O:37][CH3:38].[OH2:40].[cH:1]1[cH:2][cH:3][n:4][cH:5][cH:6]1>>[F:7][C:8]([c:9]1[cH:10][cH:11][c:12]([S:15](=[O:16])(=[O:17])[NH:21][c:22]2[cH:23][c:24]([C:25](=[O:26])[NH:27][c:28]3[cH:29][cH:30][cH:31][cH:32][cH:33]3)[cH:34][cH:35][c:36]2[O:37][CH3:38])[cH:13][cH:14]1)([F:19])[F:20].